This data is from the Open Reaction Database (ORD), a public repository of structured organic reaction records. The task is: describe an organic reaction: reactants, conditions, products, and yield Starting materials: BrCCCCCBr (1,5-dibromopentane), [OH-].[Na+] (NaOH), C(C)(S)=O (ethanethioic S-acid). Run in C1CCOC1 (THF). Run at time 8 hour. Product: C(C)(SCCCCCBr)=O (S-5-Bromopentyl ethanethioate). As a reaction SMILES: [OH-].[Na+].Br[CH2:4][CH2:5][CH2:6][CH2:7][CH2:8][Br:9].[C:10](=[O:13])([SH:12])[CH3:11]>C1COCC1>[C:10](=[O:13])([S:12][CH2:4][CH2:5][CH2:6][CH2:7][CH2:8][Br:9])[CH3:11] |f:0.1|. Procedure details: To a mixture of NaOH (2.1 g, 52.6 mmol) in dry THF (15.8 mL) was added 1,5-dibromopentane (21.75 g, 95 mmol), followed by ethanethioic S-acid (4 g, 52.6 mmol). The mixture was stirred at rt overnight. It was quenched by adding Et2O (20 mL). The reaction mixture was filtered through a pad of celite, and rinsed with Et2O. The filtrate was concentrated to afford crude product, which was used in the next reaction without further purification. Reactants: O(C1=CC=CC=C1)C1=CC=C(N)C=C1 (p-phenoxyaniline), C(C1=CC(C(=O)Cl)=CC=C1)(=O)Cl (isophthaloyl chloride), C(C1=CC=C(C(=O)Cl)C=C1)(=O)Cl (terephthaloyl chloride). Yields the product O(C1=CC=CC=C1)C1=CC=C(C=C1)NC(C1=CC(C(=O)NC2=CC=C(C=C2)OC2=CC=CC=C2)=CC=C1)=O (N,N'-Bis-(4-phenoxyphenyl)isophthalamide), amide. Reaction SMILES: [O:1]([C:8]1[CH:14]=[CH:13][C:11]([NH2:12])=[CH:10][CH:9]=1)[C:2]1[CH:7]=[CH:6][CH:5]=[CH:4][CH:3]=1.[C:15](Cl)(=[O:25])[C:16]1[CH:24]=[CH:23][CH:22]=[C:18]([C:19](Cl)=[O:20])[CH:17]=1.C(Cl)(=O)[C:28]1[CH:36]=[CH:35][C:31](C(Cl)=O)=[CH:30][CH:29]=1>>[O:1]([C:8]1[CH:9]=[CH:10][C:11]([NH:12][C:15](=[O:25])[C:16]2[CH:24]=[CH:23][CH:22]=[C:18]([C:19]([NH:12][C:11]3[CH:13]=[CH:14][C:8]([O:1][C:28]4[CH:29]=[CH:30][CH:31]=[CH:35][CH:36]=4)=[CH:9][CH:10]=3)=[O:20])[CH:17]=2)=[CH:13][CH:14]=1)[C:2]1[CH:3]=[CH:4][CH:5]=[CH:6][CH:7]=1. Procedure details: N,N'-Bis-(4-phenoxyphenyl)isophthalamide was prepared by the reaction of p-phenoxyaniline with isophthaloyl chloride. This amide (10.5117 g, 0.0210moles) was polymerized with terephthaloyl chloride (4.3243 g, 0.0213 moles)by the procedure of Example 27. The cream colored fibrous polymer which wasobtained had the repeat unit ##STR37## Starting materials: COCCCc1ncccc1OC, [H-], [Na+], CN(C)C=O. The product is COCCCc1ncccc1O. As a reaction SMILES: [CH3:1][O:2][c:3]1[c:4]([CH2:9][CH2:10][CH2:11][O:12][CH3:13])[n:5][cH:6][cH:7][cH:8]1.[H-:15].[Na+:14].[O:16]=[CH:17][N:18]([CH3:19])[CH3:20]>>[OH:2][c:3]1[c:4]([CH2:9][CH2:10][CH2:11][O:12][CH3:13])[n:5][cH:6][cH:7][cH:8]1. The reactants are Br.NCC1=CC(=C(C=C1)O)Cl (4-(aminomethyl)-2-chlorophenol hydrobromide), ClC1=NC(=NC(=N1)OCC(F)(F)F)NC1=CC=C(C(=O)OC(C)(C)C)C=C1 (tert-butyl 4-((4-chloro-6-(2,2,2-trifluoroethoxy)-1,3,5-triazin-2-yl)amino)benzoate), C(C)(C)N(C(C)C)CC (N,N-diisopropylethylamine). Solvent: C1CCOC1 (THF). Conditions: time 3 day. Product: ClC=1C=C(CNC2=NC(=NC(=N2)OCC(F)(F)F)NC2=CC=C(C(=O)OC(C)(C)C)C=C2)C=CC1O (tert-butyl 4-((4-((3-chloro-4-hydroxybenzyl)amino)-6-(2,2,2-trifluoroethoxy)-1,3,5-triazin-2-yl)amino)benzoate). Yield: 97.3%. As a reaction SMILES: Br.[NH2:2][CH2:3][C:4]1[CH:9]=[CH:8][C:7]([OH:10])=[C:6]([Cl:11])[CH:5]=1.Cl[C:13]1[N:18]=[C:17]([O:19][CH2:20][C:21]([F:24])([F:23])[F:22])[N:16]=[C:15]([NH:25][C:26]2[CH:38]=[CH:37][C:29]([C:30]([O:32][C:33]([CH3:36])([CH3:35])[CH3:34])=[O:31])=[CH:28][CH:27]=2)[N:14]=1.C(N(CC)C(C)C)(C)C>C1COCC1>[Cl:11][C:6]1[CH:5]=[C:4]([CH:9]=[CH:8][C:7]=1[OH:10])[CH2:3][NH:2][C:13]1[N:18]=[C:17]([O:19][CH2:20][C:21]([F:24])([F:22])[F:23])[N:16]=[C:15]([NH:25][C:26]2[CH:38]=[CH:37][C:29]([C:30]([O:32][C:33]([CH3:34])([CH3:36])[CH3:35])=[O:31])=[CH:28][CH:27]=2)[N:14]=1 |f:0.1|. Reported procedure: To a 100 mL round-bottom flask equipped with a stir bar was added 4-(aminomethyl)-2-chlorophenol hydrobromide (1.34 g, 5.63 mmol), tert-butyl 4-((4-chloro-6-(2,2,2-trifluoroethoxy)-1,3,5-triazin-2-yl)amino)benzoate (3.00 g, 5.63 mmol) and THF (28 mL). To the solution was added N,N-diisopropylethylamine (2.95 ml, 16.9 mmol). The mixture was stirred at room temperature for 3 days. The mixture was concentrated in vacuo and the resulting residue was subjected to C18 chromatography (water:methanol 1:... The reactants are ClC(=O)N1C2=C(NC(C3=C1C(=NN3C)C)=O)N=CC=C2 (4-(chlorocarbonyl)-1,3-dimethyl-1,4,9,10-tetrahydro-pyrazolo[4,3-e]pyrido[2,3-b][1,4]diazepin-10-one), C(C)N(CC)CC1N(CCCC1)CCN (2-[2-[(diethylamino)methyl]-piperidin-1-yl]ethanamine). Solvent: C(C)#N (acetonitrile). Product: C(C)N(CC)CC1N(CCCC1)CCNC(=O)N1C2=C(NC(C3=C1C(=NN3C)C)=O)N=CC=C2 (4-[[[2-[2-[(Diethylamino)methyl]-piperidin-1-yl]ethyl]amino]carbonyl]-1,3-dimethyl-1,4,9,10-tetrahydropyrazolo[4,3-e]pyrido[2,3-b][1,4]diazepin-10-one). Yield: 17.0%. Reaction SMILES: Cl[C:2]([N:4]1[C:10]2[C:11]([CH3:15])=[N:12][N:13]([CH3:14])[C:9]=2[C:8](=[O:16])[NH:7][C:6]2[N:17]=[CH:18][CH:19]=[CH:20][C:5]1=2)=[O:3].[CH2:21]([N:23]([CH2:26][CH:27]1[CH2:32][CH2:31][CH2:30][CH2:29][N:28]1[CH2:33][CH2:34][NH2:35])[CH2:24][CH3:25])[CH3:22]>C(#N)C>[CH2:21]([N:23]([CH2:26][CH:27]1[CH2:32][CH2:31][CH2:30][CH2:29][N:28]1[CH2:33][CH2:34][NH:35][C:2]([N:4]1[C:10]2[C:11]([CH3:15])=[N:12][N:13]([CH3:14])[C:9]=2[C:8](=[O:16])[NH:7][C:6]2[N:17]=[CH:18][CH:19]=[CH:20][C:5]1=2)=[O:3])[CH2:24][CH3:25])[CH3:22]. Reported procedure: Prepared analogously to Example 2 from 4-(chlorocarbonyl)-1,3-dimethyl-1,4,9,10-tetrahydro-pyrazolo[4,3-e]pyrido[2,3-b][1,4]diazepin-10-one and 2-[2-[(diethylamino)methyl]-piperidin-1-yl]ethanamine in a yield of 17% of theory. Colourless crystals, m.p. 138°-139° C. (acetonitrile). Reactants: IC (iodomethane), C(#N)C1=CC(=C(C(=O)OC)C=C1I)C (methyl 4-cyano-5-iodo-2-methylbenzoate), C(#N)C1=CC(=C(C(=O)OC)C=C1O)C (methyl 4-cyano-5-hydroxy-2-methylbenzoate), C1(=CC=CC=C1)O (phenol). Yields the product NC(=O)C1=CC(=C(C(=O)O)C=C1OC)C (4-(aminocarbonyl)-2-methyl-5-(methyloxy)benzoic acid). RXN SMILES: [C:1]([C:3]1[C:12](I)=[CH:11][C:6]([C:7]([O:9]C)=[O:8])=[C:5]([CH3:14])[CH:4]=1)#[N:2].C(C1C(O)=CC([C:21](OC)=[O:22])=C(C)C=1)#N.C1([OH:35])C=CC=CC=1.IC>>[NH2:2][C:1]([C:3]1[C:12]([O:22][CH3:21])=[CH:11][C:6]([C:7]([OH:9])=[O:8])=[C:5]([CH3:14])[CH:4]=1)=[O:35]. Procedure: Synthesized according to the method of reagent preparation 41 by replacement of step 6 with the conversion of methyl 4-cyano-5-iodo-2-methylbenzoate to methyl 4-cyano-5-hydroxy-2-methylbenzoate according to the method described in Chemical & Pharmaceutical Bulletin (2007), 55(9), 1361-1364 followed by phenol alkylation with iodomethane then proceeding with steps 7 and 8. 1H NMR (400 MHz, DMSO-d6): 7.69 (b, 1H), 7.63 (b, 2H), 7.45 (s, 1H), 3.88 (s, 3H), 2.44 (s, 3H); MS (EI) for C10H11NO4: 210 (M... Starting materials: CN(C)C=O, CN(C)CCS, Clc1nc2ccccc2cc1-c1ccccc1, Cl, [H-], [H][H], [Na+], O. The product is CN(C)CCSc1nc2ccccc2cc1-c1ccccc1, Cl. As a reaction SMILES: [CH3:29][N:30]([CH3:31])[CH:32]=[O:33].[CH3:2][N:3]([CH2:4][CH2:5][SH:6])[CH3:7].[Cl:12][c:13]1[n:14][c:15]2[cH:16][cH:17][cH:18][cH:19][c:20]2[cH:21][c:22]1-[c:23]1[cH:24][cH:25][cH:26][cH:27][cH:28]1.[ClH:1].[H-:8].[H:10][H:11].[Na+:9].[OH2:34]>>[CH3:2][N:3]([CH2:4][CH2:5][S:6][c:13]1[n:14][c:15]2[cH:16][cH:17][cH:18][cH:19][c:20]2[cH:21][c:22]1-[c:23]1[cH:24][cH:25][cH:26][cH:27][cH:28]1)[CH3:7].[ClH:12]. The reactants are C1(=CC=CC=C1)CCCC(=O)C1=CC=C(C=C1)CCCC(=O)O (4-[4-(4-phenylbutyryl)phenyl]butyric acid), CO (methanol). Solvent: S(O)(O)(=O)=O (sulfuric acid). Yields the product C1(=CC=CC=C1)CCCC(=O)C1=CC=C(C=C1)CCCC(=O)OC (Methyl 4-[4-(4-phenylbutyryl)phenyl]butyrate). As a reaction SMILES: [C:1]1([CH2:7][CH2:8][CH2:9][C:10]([C:12]2[CH:17]=[CH:16][C:15]([CH2:18][CH2:19][CH2:20][C:21]([OH:23])=[O:22])=[CH:14][CH:13]=2)=[O:11])[CH:6]=[CH:5][CH:4]=[CH:3][CH:2]=1.[CH3:24]O>S(=O)(=O)(O)O>[C:1]1([CH2:7][CH2:8][CH2:9][C:10]([C:12]2[CH:13]=[CH:14][C:15]([CH2:18][CH2:19][CH2:20][C:21]([O:23][CH3:24])=[O:22])=[CH:16][CH:17]=2)=[O:11])[CH:6]=[CH:5][CH:4]=[CH:3][CH:2]=1. Procedure details: To a suspension of 2.10 g of 4-[4-(4-phenylbutyryl)phenyl]butyric acid in 15 ml of methanol, 0.1 ml of sulfuric acid was added, and the mixture was heated under reflux for 4 hours. After the reaction solution was removed under reduced pressure, the residue was dissolved in ethyl acetate and then washed successively with water, aqueous potassium carbonate and water. After the ethyl acetate layer was dried, the solvent was removed under reduced pressure. The residue was washed with isopropyl ether... Starting materials: CCO, Cc1nnc(-c2cccc([N+](=O)[O-])c2)o1, Cl, [Fe], [K+], [OH-]. Yields the product Cc1nnc(-c2cccc(N)c2)o1. As a reaction SMILES: [CH2:19]([OH:20])[CH3:21].[CH3:1][c:2]1[o:3][c:4](-[c:7]2[cH:8][c:9]([N+:13]([O-:14])=[O:15])[cH:10][cH:11][cH:12]2)[n:5][n:6]1.[ClH:16].[Fe:22].[K+:18].[OH-:17]>>[CH3:1][c:2]1[o:3][c:4](-[c:7]2[cH:8][c:9]([NH2:13])[cH:10][cH:11][cH:12]2)[n:5][n:6]1.